From a dataset of the Open Reaction Database (ORD), a public repository of structured organic reaction records. describe an organic reaction: reactants, conditions, products, and yield Starting materials: CCC=CCCCCCCCCCCOc1ccc(C(=O)O)o1, CC(C)CCCC(C)CCCC(C)CCOc1ccc(C(=O)O)o1. The product is CC(=O)c1ccc(OCCC(C)CCCC(C)CCCC(C)C)o1. As a reaction SMILES: [CH2:25]([O:26][c:27]1[o:28][c:29]([C:30]([OH:31])=[O:32])[cH:33][cH:34]1)[CH2:35][CH2:36][CH2:37][CH2:38][CH2:39][CH2:40][CH2:41][CH2:42][CH2:43][CH:44]=[CH:45][CH2:46][CH3:47].[CH3:1][CH:2]([CH2:3][CH2:4][O:5][c:6]1[cH:7][cH:8][c:9]([C:11](=[O:12])[OH:13])[o:10]1)[CH2:14][CH2:15][CH2:16][CH:17]([CH2:18][CH2:19][CH2:20][CH:21]([CH3:22])[CH3:23])[CH3:24]>>[CH3:1][CH:2]([CH2:3][CH2:4][O:5][c:6]1[cH:7][cH:8][c:9]([C:11](=[O:13])[CH3:25])[o:10]1)[CH2:14][CH2:15][CH2:16][CH:17]([CH2:18][CH2:19][CH2:20][CH:21]([CH3:22])[CH3:23])[CH3:24]. Starting materials: CN(C)CC1=CC=2CN(CCC2O1)C(=O)C1=CC=C(\C=C/C2=CC(=CC=C2)Cl)C=C1 ((Z)-N,N-dimethyl-[5-(3-chlorostilbene-4'-carbonyl)-4,5,6,7-tetrahydrofuro[3,2-c]pyridin-2-ylmethyl]amine), Cl (hydrogen chloride). Run in CO (methanol), C(C)(=O)OCC (ethyl acetate). The product is Cl.CN(C)CC1=CC=2CN(CCC2O1)C(=O)C1=CC=C(\C=C/C2=CC(=CC=C2)Cl)C=C1 ((Z)-N,N-dimethyl-[5-(3-chlorostilbene-4'-carbonyl)-4,5,6,7-tetrahydrofuro[3,2-c]pyridin-2-ylmethyl)amine hydrochloride). As a reaction SMILES: [CH3:1][N:2]([CH2:4][C:5]1[O:13][C:12]2[CH2:11][CH2:10][N:9]([C:14]([C:16]3[CH:30]=[CH:29][C:19](/[CH:20]=[CH:21]\[C:22]4[CH:27]=[CH:26][CH:25]=[C:24]([Cl:28])[CH:23]=4)=[CH:18][CH:17]=3)=[O:15])[CH2:8][C:7]=2[CH:6]=1)[CH3:3].Cl>CO.C(OCC)(=O)C>[ClH:28].[CH3:1][N:2]([CH2:4][C:5]1[O:13][C:12]2[CH2:11][CH2:10][N:9]([C:14]([C:16]3[CH:30]=[CH:29][C:19](/[CH:20]=[CH:21]\[C:22]4[CH:27]=[CH:26][CH:25]=[C:24]([Cl:28])[CH:23]=4)=[CH:18][CH:17]=3)=[O:15])[CH2:8][C:7]=2[CH:6]=1)[CH3:3] |f:4.5|. Procedure: (Z)-N,N-dimethyl-[5-(3-chlorostilbene-4'-carbonyl)-4,5,6,7-tetrahydrofuro[3,2-c]pyridin-2-ylmethyl]amine 0.275 g was dissolved in 2 ml of methanol; hydrogen chloride in ethyl acetate was added in excess, followed by stirring. This mixture was concentrated to yield the desired product. The reactants are CCN=C=NCCCN(C)C.Cl (EDC.HCl), C=1C=CC2=C(C1)N=NN2O (HOBt), C(CCCCCCCCCCCCCCCCC)OC1CC(CC(C1OCCCCCCCCCCCCCCCCCC)OCCCCCCCCCCCCCCCCCC)C(=O)O (3,4,5-tris(octadecyloxy)cyclohexylcarboxylic acid), NC1=CC(=C(C(=O)OC)C=C1)OC (Methyl 4-amino-2-methoxybenzoate). Solvent: C(Cl)(Cl)Cl (chloroform). Conditions: time 8 hour. Yields the product COC=1C=C(C=CC1C(=O)OC)NC(=O)C1CC(C(C(C1)OCCCCCCCCCCCCCCCCCC)OCCCCCCCCCCCCCCCCCC)OCCCCCCCCCCCCCCCCCC (N-(3-methoxy-4-methoxycarbonylphenyl) 3,4,5-tris(octadecyloxy)cyclohexylcarboxamide). Yield: 27.3%. RXN SMILES: [NH2:1][C:2]1[CH:11]=[CH:10][C:5]([C:6]([O:8][CH3:9])=[O:7])=[C:4]([O:12][CH3:13])[CH:3]=1.C1C=CC2N(O)N=NC=2C=1.[CH2:24]([O:42][CH:43]1[CH:48]([O:49][CH2:50][CH2:51][CH2:52][CH2:53][CH2:54][CH2:55][CH2:56][CH2:57][CH2:58][CH2:59][CH2:60][CH2:61][CH2:62][CH2:63][CH2:64][CH2:65][CH2:66][CH3:67])[CH:47]([O:68][CH2:69][CH2:70][CH2:71][CH2:72][CH2:73][CH2:74][CH2:75][CH2:76][CH2:77][CH2:78][CH2:79][CH2:80][CH2:81][CH2:82][CH2:83][CH2:84][CH2:85][CH3:86])[CH2:46][CH:45]([C:87](O)=[O:88])[CH2:44]1)[CH2:25][CH2:26][CH2:27][CH2:28][CH2:29][CH2:30][CH2:31][CH2:32][CH2:33][CH2:34][CH2:35][CH2:36][CH2:37][CH2:38][CH2:39][CH2:40][CH3:41].CCN=C=NCCCN(C)C.Cl>C(Cl)(Cl)Cl>[CH3:13][O:12][C:4]1[CH:3]=[C:2]([NH:1][C:87]([CH:45]2[CH2:46][CH:47]([O:68][CH2:69][CH2:70][CH2:71][CH2:72][CH2:73][CH2:74][CH2:75][CH2:76][CH2:77][CH2:78][CH2:79][CH2:80][CH2:81][CH2:82][CH2:83][CH2:84][CH2:85][CH3:86])[CH:48]([O:49][CH2:50][CH2:51][CH2:52][CH2:53][CH2:54][CH2:55][CH2:56][CH2:57][CH2:58][CH2:59][CH2:60][CH2:61][CH2:62][CH2:63][CH2:64][CH2:65][CH2:66][CH3:67])[CH:43]([O:42][CH2:24][CH2:25][CH2:26][CH2:27][CH2:28][CH2:29][CH2:30][CH2:31][CH2:32][CH2:33][CH2:34][CH2:35][CH2:36][CH2:37][CH2:38][CH2:39][CH2:40][CH3:41])[CH2:44]2)=[O:88])[CH:11]=[CH:10][C:5]=1[C:6]([O:8][CH3:9])=[O:7] |f:3.4|. Procedure: Methyl 4-amino-2-methoxybenzoate (79 mg, 0.44 mmol) was dissolved in chloroform (1 ml), and HOBt (7 mg, 0.05 mmol) and 3,4,5-tris(octadecyloxy)cyclohexylcarboxylic acid (201 mg, 0.22 mmol) were added. EDC.HCl (45 mg, 0.23 mmol) was added under ice-cooling, and the mixture was stirred at room temperature overnight. After completion of the reaction, the solvent was evaporated, and the residue was precipitated with acetonitrile (10 ml), and then purified by silica gel column chromatography (chlorof... Starting materials: ClC=1C=C(C(=O)OC(C)(C)C)C=C(N1)Cl (tert-butyl 2,6-dichloroisonicotinate), O.NN (hydrazine hydrate). The solvent is C(C)O (ethanol). Run at temperature 75 celsius, time 18 hour. The product is ClC=1C=C(C(=O)OC(C)(C)C)C=C(N1)NN (tert-butyl 2-chloro-6-hydrazinoisonicotinate). RXN SMILES: [Cl:1][C:2]1[CH:3]=[C:4]([CH:12]=[C:13](Cl)[N:14]=1)[C:5]([O:7][C:8]([CH3:11])([CH3:10])[CH3:9])=[O:6].O.[NH2:17][NH2:18]>C(O)C>[Cl:1][C:2]1[CH:3]=[C:4]([CH:12]=[C:13]([NH:17][NH2:18])[N:14]=1)[C:5]([O:7][C:8]([CH3:11])([CH3:10])[CH3:9])=[O:6] |f:1.2|. Procedure: To a solution of tert-butyl 2,6-dichloroisonicotinate (11.0 g, 44.3 mmol) in ethanol (222 mL) was added hydrazine hydrate (6.46 mL, 133 mmol). The mixture was heated 75° C. After 18 h, the mixture was cooled to ambient temperature. The mixture was concentrate down to half of the volume. The solid crashed out was filtered off and the filtrate was concentrated to dryness: LC-MS [M+1]=244.1. Reactants: C1(=C(C(=O)C(=C(C1=O)Cl)Cl)Cl)Cl (Chloranil), C(CC)C1=C(C(=C(C=2CC3=C(C4=CC5=C(C(=C(C(=C5C=C4C(=C3CC12)CCC)CCC)CCC)CCC)CCC)CCC)CCC)C(=O)OC)C(=O)OC (dimethyl 5,14-dihydro-1,4,6,8,9,10,11,13-octapropylpentacene-2,3-dicarboxylate). Solvent: C1=CC=CC=C1 (benzene). Yields the product C(CC)C1=C(C(=C(C2=CC3=C(C4=CC5=C(C(=C(C(=C5C=C4C(=C3C=C12)CCC)CCC)CCC)CCC)CCC)CCC)CCC)C(=O)OC)C(=O)OC (Dimethyl 1,4,6,8,9,10,11,13-octapropylpentacene-2,3-dicarboxylate). The yield is 32.8%. As a reaction SMILES: C1(Cl)C(=O)C(Cl)=C(Cl)C(=O)C=1Cl.[CH2:13]([C:16]1[C:37]2[CH2:36][C:35]3[C:22](=[C:23]([CH2:53][CH2:54][CH3:55])[C:24]4[C:33]([C:34]=3[CH2:38][CH2:39][CH3:40])=[CH:32][C:31]3[C:26](=[C:27]([CH2:50][CH2:51][CH3:52])[C:28]([CH2:47][CH2:48][CH3:49])=[C:29]([CH2:44][CH2:45][CH3:46])[C:30]=3[CH2:41][CH2:42][CH3:43])[CH:25]=4)[CH2:21][C:20]=2[C:19]([CH2:56][CH2:57][CH3:58])=[C:18]([C:59]([O:61][CH3:62])=[O:60])[C:17]=1[C:63]([O:65][CH3:66])=[O:64])[CH2:14][CH3:15]>C1C=CC=CC=1>[CH2:13]([C:16]1[C:37]2[C:20](=[CH:21][C:22]3[C:35]([CH:36]=2)=[C:34]([CH2:38][CH2:39][CH3:40])[C:33]2[C:24](=[CH:25][C:26]4[C:31]([CH:32]=2)=[C:30]([CH2:41][CH2:42][CH3:43])[C:29]([CH2:44][CH2:45][CH3:46])=[C:28]([CH2:47][CH2:48][CH3:49])[C:27]=4[CH2:50][CH2:51][CH3:52])[C:23]=3[CH2:53][CH2:54][CH3:55])[C:19]([CH2:56][CH2:57][CH3:58])=[C:18]([C:59]([O:61][CH3:62])=[O:60])[C:17]=1[C:63]([O:65][CH3:66])=[O:64])[CH2:14][CH3:15]. Reported procedure: Chloranil (0.054 g, 0.22 mmol) was added to a solution of dimethyl 5,14-dihydro-1,4,6,8,9,10,11,13-octapropylpentacene-2,3-dicarboxylate (0.147 g, 0.2 mmol) obtained in REFERENCE EXAMPLE 6 in benzene (5 ml). The mixture was then refluxed for 24 hours. After concentration, chloroform was added to the residue followed by filtration. After concentration, the concentrate was recrystallized from benzene to give 0.048 g of the title compound as a blue solid. The isolation yield was 33%. The reactants are C(CCCCCCCCCCC)C1(COCCOCC(COCCOC1)(C)C)CC1=C(C=CC(=C1)O)O (6-Dodecyl-6-(2,5-dihydroxybenzyl)-13,13-dimethyl-1,4,8,11-tetraoxacyclotetradecane). Reagents/catalysts: [O-2].[O-2].[Mn+4] (manganese dioxide). Run in ClCCl (dichloromethane). Conditions: time 1 hour. Product: C(CCCCCCCCCCC)C1(COCCOCC(COCCOC1)(C)C)CC1=CC(C=CC1=O)=O (6-Dodecyl-6-(1,4-cyclohexadiene-3,6-dione-1-ylmethyl)-13,13-dimethyl -1,4,8,11-tetraoxacyclotetradecane). Reaction SMILES: [CH2:1]([C:13]1([CH2:29][C:30]2[CH:35]=[C:34]([OH:36])[CH:33]=[CH:32][C:31]=2[OH:37])[CH2:26][O:25][CH2:24][CH2:23][O:22][CH2:21][C:20]([CH3:28])([CH3:27])[CH2:19][O:18][CH2:17][CH2:16][O:15][CH2:14]1)[CH2:2][CH2:3][CH2:4][CH2:5][CH2:6][CH2:7][CH2:8][CH2:9][CH2:10][CH2:11][CH3:12]>ClCCl.[O-2].[O-2].[Mn+4]>[CH2:1]([C:13]1([CH2:29][C:30]2[C:31](=[O:37])[CH:32]=[CH:33][C:34](=[O:36])[CH:35]=2)[CH2:14][O:15][CH2:16][CH2:17][O:18][CH2:19][C:20]([CH3:27])([CH3:28])[CH2:21][O:22][CH2:23][CH2:24][O:25][CH2:26]1)[CH2:2][CH2:3][CH2:4][CH2:5][CH2:6][CH2:7][CH2:8][CH2:9][CH2:10][CH2:11][CH3:12] |f:2.3.4|. Procedure details: A solution of 67.6 g (129.3 mmol) of Compound 6 in 600 mL of dichloromethane was mixed with 50.6 g (581.9 mmol) of activated manganese dioxide. The heterogeneous mixture was stirred at room temperature for 1 hour. The insolubles were removed by filtration through Celite diatomaceous earth and the solvent removed. The oily residue was triturated with 500 mL of petroleum ether and cooled. The volume of solvent was reduced to 1/2 and the yellow solid suction filtered and washed with cold pentane. Reactants: Cl (Hydrochloric acid), CN(NC(=O)OCC1=C(C=CC=C1)N(C=O)CCCCCCCCCCCCCCCCCC)C ([2-[[N-(dimethylamino)carbamoyloxy]methyl]phenyl]-N-octadecylformamide). Run in C(C)(=O)OCC (ethyl acetate), C(C)(=O)OCC (ethyl acetate). Run at time 30 minute. Product: Cl.CN(NC(=O)OCC1=C(C=CC=C1)N(C=O)CCCCCCCCCCCCCCCCCC)C ([2-[[N-(Dimethylamino)carbamoyloxy]methyl]phenyl]-N-octadecylformamide hydrochloride). As a reaction SMILES: [ClH:1].[CH3:2][N:3]([CH3:36])[NH:4][C:5]([O:7][CH2:8][C:9]1[CH:14]=[CH:13][CH:12]=[CH:11][C:10]=1[N:15]([CH2:18][CH2:19][CH2:20][CH2:21][CH2:22][CH2:23][CH2:24][CH2:25][CH2:26][CH2:27][CH2:28][CH2:29][CH2:30][CH2:31][CH2:32][CH2:33][CH2:34][CH3:35])[CH:16]=[O:17])=[O:6]>C(OCC)(=O)C>[ClH:1].[CH3:2][N:3]([CH3:36])[NH:4][C:5]([O:7][CH2:8][C:9]1[CH:14]=[CH:13][CH:12]=[CH:11][C:10]=1[N:15]([CH2:18][CH2:19][CH2:20][CH2:21][CH2:22][CH2:23][CH2:24][CH2:25][CH2:26][CH2:27][CH2:28][CH2:29][CH2:30][CH2:31][CH2:32][CH2:33][CH2:34][CH3:35])[CH:16]=[O:17])=[O:6] |f:3.4|. Procedure details: 4N Hydrochloric acid--ethyl acetate solution (0.11 ml) was added to a solution of [2-[[N-(dimethylamino)carbamoyloxy]methyl]phenyl]-N-octadecylformamide (0.200 g) in ethyl acetate (6 ml) while being cooled with ice. After being stirred for 30 minutes at room temperature, the reaction mixture was concentrated. The residue was recrystallized from ethyl acetate-ethanol mixed solvent, thereby yielding 0.195 g of the aimed compound as white crystals.